Task: describe an organic reaction: reactants, conditions, products, and yield. Dataset: the Open Reaction Database (ORD), a public repository of structured organic reaction records The reactants are C1OC=2C=C(CC3NCCC4=CC(=C(C=C34)OC)OC)C=CC2O1 (1-(3,4-Methylenedioxy-benzyl)-6,7-dimethoxy-1,2,3,4-tetrahydroisoquinoline), BrCC(=O)Br (2-bromoacetyl bromide), C(C1=CC=CC=C1)N (benzylamine). The product is C1OC=2C=C(CC3N(CCC4=CC(=C(C=C34)OC)OC)CC(=O)NCC3=CC=CC=C3)C=CC2O1 (2-[1-(3,4-Methylenedioxy-benzyl)-6,7-dimethoxy-3,4-dihydro-1H-isoquinolin-2-yl]-N-benzyl-acetamide). RXN SMILES: [CH2:1]1[O:24][C:23]2[CH:22]=[CH:21][C:5]([CH2:6][CH:7]3[C:16]4[C:11](=[CH:12][C:13]([O:19][CH3:20])=[C:14]([O:17][CH3:18])[CH:15]=4)[CH2:10][CH2:9][NH:8]3)=[CH:4][C:3]=2[O:2]1.Br[CH2:26][C:27](Br)=[O:28].[CH2:30]([NH2:37])[C:31]1[CH:36]=[CH:35][CH:34]=[CH:33][CH:32]=1>>[CH2:1]1[O:24][C:23]2[CH:22]=[CH:21][C:5]([CH2:6][CH:7]3[C:16]4[C:11](=[CH:12][C:13]([O:19][CH3:20])=[C:14]([O:17][CH3:18])[CH:15]=4)[CH2:10][CH2:9][N:8]3[CH2:26][C:27]([NH:37][CH2:30][C:31]3[CH:36]=[CH:35][CH:34]=[CH:33][CH:32]=3)=[O:28])=[CH:4][C:3]=2[O:2]1. Procedure details: prepared by reaction of 1-(3,4-Methylenedioxy-benzyl)-6,7-dimethoxy-1,2,3,4-tetrahydroisoquinoline and 2-bromoacetyl bromide with benzylamine Starting materials: O=C([O-])O, O=C(OCc1ccccc1)c1cc(Br)ccc1OCc1ccccc1, CC1(C)OB(c2ccncc2)OC1(C)C, CCOC(C)=O, COCCOC, [Na+], O, Cl[Pd]Cl, c1ccc(P(c2ccccc2)c2ccccc2)cc1, c1ccc(P(c2ccccc2)c2ccccc2)cc1. Yields the product O=C(OCc1ccccc1)c1cc(-c2ccncc2)ccc1OCc1ccccc1. Reaction SMILES: [C:16](=[O:17])([OH:18])[O-:19].[CH2:21]([c:22]1[cH:23][cH:24][cH:25][cH:26][cH:27]1)[O:28][c:29]1[c:30]([C:31](=[O:32])[O:33][CH2:34][c:35]2[cH:36][cH:37][cH:38][cH:39][cH:40]2)[cH:41][c:42]([Br:45])[cH:43][cH:44]1.[CH3:1][C:2]1([CH3:3])[C:4]([CH3:5])([CH3:6])[O:7][B:8]([c:9]2[cH:10][cH:11][n:12][cH:13][cH:14]2)[O:15]1.[CH3:87][CH2:88][O:89][C:90](=[O:91])[CH3:92].[CH3:94][O:95][CH2:96][CH2:97][O:98][CH3:99].[Na+:20].[OH2:93].[Pd:46]([Cl:47])[Cl:48].[c:49]1([P:50]([c:51]2[cH:52][cH:53][cH:54][cH:55][cH:56]2)[c:57]2[cH:58][cH:59][cH:60][cH:61][cH:62]2)[cH:63][cH:64][cH:65][cH:66][cH:67]1.[c:68]1([P:69]([c:70]2[cH:71][cH:72][cH:73][cH:74][cH:75]2)[c:76]2[cH:77][cH:78][cH:79][cH:80][cH:81]2)[cH:82][cH:83][cH:84][cH:85][cH:86]1>>[c:9]1(-[c:42]2[cH:41][c:30]([C:31](=[O:32])[O:33][CH2:34][c:35]3[cH:36][cH:37][cH:38][cH:39][cH:40]3)[c:29]([O:28][CH2:21][c:22]3[cH:23][cH:24][cH:25][cH:26][cH:27]3)[cH:44][cH:43]2)[cH:10][cH:11][n:12][cH:13][cH:14]1. Starting materials: CC(c1cccc2ccccc12)N(CC1CN(C(=O)Oc2ccc(C(=O)O)cc2)CCC1c1ccccc1)C(=O)OC(C)(C)C, Cl, C1COCCO1. Product: Cl, CC(NCC1CN(C(=O)Oc2ccc(C(=O)O)cc2)CCC1c1ccccc1)c1cccc2ccccc12. RXN SMILES: [C:1]([O:2][C:3](=[O:4])[N:8]([CH:9]([CH3:10])[c:11]1[cH:12][cH:13][cH:14][c:15]2[cH:16][cH:17][cH:18][cH:19][c:20]12)[CH2:21][CH:22]1[CH2:23][N:24]([C:34](=[O:35])[O:36][c:37]2[cH:38][cH:39][c:40]([C:41](=[O:42])[OH:43])[cH:44][cH:45]2)[CH2:25][CH2:26][CH:27]1[c:28]1[cH:29][cH:30][cH:31][cH:32][cH:33]1)([CH3:5])([CH3:6])[CH3:7].[ClH:52].[O:46]1[CH2:47][CH2:48][O:49][CH2:50][CH2:51]1>>[ClH:52].[NH:8]([CH:9]([CH3:10])[c:11]1[cH:12][cH:13][cH:14][c:15]2[cH:16][cH:17][cH:18][cH:19][c:20]12)[CH2:21][CH:22]1[CH2:23][N:24]([C:34](=[O:35])[O:36][c:37]2[cH:38][cH:39][c:40]([C:41](=[O:42])[OH:43])[cH:44][cH:45]2)[CH2:25][CH2:26][CH:27]1[c:28]1[cH:29][cH:30][cH:31][cH:32][cH:33]1. The reactants are COC1=C(CN2S(C(CC2)(C)C)(=O)=O)C=CC(=C1)OC (2-(2,4-dimethoxybenzyl)-5,5-dimethylisothiazolidine-1,1-dioxide), FC(C(=O)O)(F)F (trifluoroacetic acid). The solvent is C(Cl)Cl (methylene chloride). Conditions: temperature 0 celsius, time 3 hour. Yields the product CC1(CCNS1(=O)=O)C (5,5-Dimethylisothiazolidine-1,1-dioxide). The yield is 83.3%. Reaction SMILES: COC1C=C(OC)C=CC=1C[N:6]1[CH2:10][CH2:9][C:8]([CH3:12])([CH3:11])[S:7]1(=[O:14])=[O:13].FC(F)(F)C(O)=O>C(Cl)Cl>[CH3:11][C:8]1([CH3:12])[S:7](=[O:14])(=[O:13])[NH:6][CH2:10][CH2:9]1. Procedure details: To a 0° C. solution of 2-(2,4-dimethoxybenzyl)-5,5-dimethylisothiazolidine-1,1-dioxide (0.220 g, 0.7 mmol) in methylene chloride (10 mL) was added trifluoroacetic acid (3.591 mL, 48.3 mmol) and the resulting red solution was stirred at 0° C. for 3 hrs and concentrated under reduced pressure. The crude product was purified by silica gel chromatography (20-80% ethyl acetate/hexanes) to give a clear oil (0.087 g, 86%). 1HNMR (300 MHz, CDCl3) δ 4.61 (br s, 1H), 3.32-3.26 (td, 2H, J=5.1, 7.1 Hz), 2.2... The reactants are BrBr, COc1cccc2c1CC(NC(C1CC1)C1CC1)CC2, CCO, ClCCl. Yields the product COc1ccc(Br)c2c1CC(NC(C1CC1)C1CC1)CC2. Reaction SMILES: [Br:21][Br:22].[CH3:1][O:2][c:3]1[cH:4][cH:5][cH:6][c:7]2[c:12]1[CH2:11][CH:10]([NH:13][CH:14]([CH:15]1[CH2:16][CH2:17]1)[CH:18]1[CH2:19][CH2:20]1)[CH2:9][CH2:8]2.[CH3:23][CH2:24][OH:25].[Cl:26][CH2:27][Cl:28]>>[CH3:1][O:2][c:3]1[cH:4][cH:5][c:6]([Br:21])[c:7]2[c:12]1[CH2:11][CH:10]([NH:13][CH:14]([CH:15]1[CH2:16][CH2:17]1)[CH:18]1[CH2:19][CH2:20]1)[CH2:9][CH2:8]2. Run at time 1 hour. The solvent is O1CCCC1 (tetrahydrofuran), O (water), C1CCOC1 (THF). Product: C(C)(C)(C)C1=CC=C(C=C1)[Si](C)(C)CCCCl (4-t-butylphenyl-3-chloro-n-propyldimethylsilane). Reactants: C(C)(C)(C)C1=CC=C(C=C1)Br (4-t-butylbromobenzene), [Mg] (magnesium), ClCCC[Si](Cl)(C)C (3-chloro-n-propyldimethylchlorosilane), C(C)(C)(C)C1=CC=C(C=C1)[Mg]Br (4-t-butylphenylmagnesium bromide), [Cl-].[NH4+] (ammonium chloride). RXN SMILES: [C:1]([C:5]1[CH:10]=[CH:9][C:8]([Mg]Br)=[CH:7][CH:6]=1)([CH3:4])([CH3:3])[CH3:2].C(C1C=CC(Br)=CC=1)(C)(C)C.[Mg].[Cl:25][CH2:26][CH2:27][CH2:28][Si:29]([CH3:32])([CH3:31])Cl.[Cl-].[NH4+]>C1COCC1.O>[C:1]([C:5]1[CH:10]=[CH:9][C:8]([Si:29]([CH2:28][CH2:27][CH2:26][Cl:25])([CH3:32])[CH3:31])=[CH:7][CH:6]=1)([CH3:4])([CH3:3])[CH3:2] |f:4.5|. Procedure details: To a glass reactor fitted with a motor-driven stirrer, a thermometer, water-cooled reflux condenser and dropping funnel was charged 0.5 moles of 4-t-butylphenylmagnesium bromide in THF (prepared in the usual manner from 4-t-butylbromobenzene, magnesium chips and tetrahydrofuran). While maintaining an atmosphere of nitrogen in the reactor, 64.0 g of 3-chloro-n-propyldimethylchlorosilane (prepared in Step A above) was added dropwise to the reactor over a period of 25 minutes, keeping the temperatu... Starting materials: CN1C(N(C(C=C1C1=CC(=C(C=C1)OC)[N+](=O)[O-])=NC1=C(C=C(C=C1C)C)C)C)=O (3,4-dihydro-1,3-dimethyl-6-(4-methoxy-3-nitrophenyl)-4-(2,4,6-trimethylphenylimino)-2(1H)-pyrimidinone), Cl (hydrochloric acid). The reagents and catalysts are [Pd] (palladium on activated carbon). Solvent: CO (methanol). Conditions: time 2 hour. Yields the product NC=1C=C(C=CC1OC)C1=CC(N(C(N1C)=O)C)=NC1=C(C=C(C=C1C)C)C (3,4-dihydro-6-(3-amino-4-methoxyphenyl)-1,3-dimethyl-4-(2,4,6-trimethylphenylimino)-2(1H)-pyrimidinone). The yield is 72.3%. Reaction SMILES: [CH3:1][N:2]1[C:7]([C:8]2[CH:13]=[CH:12][C:11]([O:14][CH3:15])=[C:10]([N+:16]([O-])=O)[CH:9]=2)=[CH:6][C:5](=[N:19][C:20]2[C:25]([CH3:26])=[CH:24][C:23]([CH3:27])=[CH:22][C:21]=2[CH3:28])[N:4]([CH3:29])[C:3]1=[O:30].Cl>CO.[Pd]>[NH2:16][C:10]1[CH:9]=[C:8]([C:7]2[N:2]([CH3:1])[C:3](=[O:30])[N:4]([CH3:29])[C:5](=[N:19][C:20]3[C:21]([CH3:28])=[CH:22][C:23]([CH3:27])=[CH:24][C:25]=3[CH3:26])[CH:6]=2)[CH:13]=[CH:12][C:11]=1[O:14][CH3:15]. Procedure: To a solution of 3,4-dihydro-1,3-dimethyl-6-(4-methoxy-3-nitrophenyl)-4-(2,4,6-trimethylphenylimino)-2(1H)-pyrimidinone (0.94 g) in a mixture of methanol (20 ml) and conc. hydrochloric acid (0.4 ml) was added palladium on activated carbon (10%, 0.20 g). The mixture was stirred under hydrogen atmosphere (1 atm) for 2 hours, and filtered. The filtrate was poured into aqueous sodium bicarbonate, and extracted with chloroform. The organic layer was dried over sodium sulfate, and evaporated. The resu... Yields the product CC(C(=O)C1=CC=CC=C1)(C=C)C (2,2-dimethyl-1-phenyl-3-butene-1-one). The reactants are ClCC=C(C)C (4-Chloro-2-methyl-2-butene), organocopper, C(C1=CC=CC=C1)(=O)Cl (Benzoyl chloride), CCCCCCCCCC (decane). The yield is 56.0%. Solvent: C1CCOC1 (THF). Reaction conditions: temperature -78 celsius, time 10 minute. Procedure: 4-Chloro-2-methyl-2-butene (2.00 mmol) was weighed into a vial and sealed with a septum. Using a freeze-pump-thaw technique, air was removed and replaced with argon. THF (4 ml) was added to the vial and then cooled to -78° C. The allyl chloride was then cannulated to the active coppersolution (8.00 mmol) at -108° C. The solution was stirred at -108° C. for 10 minutes and then warmed to -95° C. Benzoyl chloride (8.80 mmol) and decane (2.00 mmol) were admixed with 4 ml of THF in a vial, cooled to ... RXN SMILES: Cl[CH2:2][CH:3]=[C:4]([CH3:6])[CH3:5].[C:7](Cl)(=[O:14])[C:8]1[CH:13]=[CH:12][CH:11]=[CH:10][CH:9]=1.CCCCCCCCCC>C1COCC1>[CH3:5][C:4]([CH3:6])([CH:3]=[CH2:2])[C:7]([C:8]1[CH:13]=[CH:12][CH:11]=[CH:10][CH:9]=1)=[O:14]. Reactants: C(C)OC(C(CC1=C(C=C(C=C1)O)C)OCC)=O ([rac]-2-ethoxy-3-(4-hydroxy-2-methyl-phenyl)-propionic acid ethyl ester), O=P(Cl)(Cl)Cl (POCl3), C([O-])([O-])=O.[Cs+].[Cs+] (cesium carbonate), ClCC=1N=C(OC1C)C1=CC(=CC=C1)Cl (4-chloromethyl-2-(3-chloro-phenyl)-5-methyl-oxazole), ClC=1C=C(C=O)C=CC1 (3-chloro-benzaldehyde), [I-].[K+] (potassium iodide). The product is C(C)OC(C(CC1=C(C=C(C=C1)OCC=1N=C(OC1C)C1=CC(=CC=C1)Cl)C)OCC)=O ([rac]-3-{4-[2-(3-chloro-phenyl)-5-methyl-oxazol-4-ylmethoxy]-2-methyl-phenyl}-2-ethoxy-propionic acid ethyl ester). RXN SMILES: [CH2:1]([O:3][C:4](=[O:18])[CH:5]([O:15][CH2:16][CH3:17])[CH2:6][C:7]1[CH:12]=[CH:11][C:10]([OH:13])=[CH:9][C:8]=1[CH3:14])[CH3:2].Cl[CH2:20][C:21]1[N:22]=[C:23]([C:27]2[CH:32]=[CH:31][CH:30]=[C:29]([Cl:33])[CH:28]=2)[O:24][C:25]=1[CH3:26].ClC1C=C(C=CC=1)C=O.O=P(Cl)(Cl)Cl.C(=O)([O-])[O-].[Cs+].[Cs+].[I-].[K+]>>[CH2:1]([O:3][C:4](=[O:18])[CH:5]([O:15][CH2:16][CH3:17])[CH2:6][C:7]1[CH:12]=[CH:11][C:10]([O:13][CH2:20][C:21]2[N:22]=[C:23]([C:27]3[CH:32]=[CH:31][CH:30]=[C:29]([Cl:33])[CH:28]=3)[O:24][C:25]=2[CH3:26])=[CH:9][C:8]=1[CH3:14])[CH3:2] |f:4.5.6,7.8|. Reported procedure: In analogy to the procedure described in example 144 a], [rac]-2-ethoxy-3-(4-hydroxy-2-methyl-phenyl)-propionic acid ethyl ester (example 129 c]) was reacted with 4-chloromethyl-2-(3-chloro-phenyl)-5-methyl-oxazole (prepared from 3-chloro-benzaldehyde and diacetyl monoxyme followed by treatment with POCl3 in analogy to the procedures described in examples 21 a] and b]) in the presence of cesium carbonate and potassium iodide to yield [rac]-3-{4-[2-(3-chloro-phenyl)-5-methyl-oxazol-4-ylmethoxy]-2...